From a dataset of the Open Reaction Database (ORD), a public repository of structured organic reaction records. describe an organic reaction: reactants, conditions, products, and yield Starting materials: O=S(=O)(Cl)c1ccccc1F, Nc1ccccc1CCCN1CCN(c2nsc3ccccc23)CC1. Product: O=S(=O)(Nc1ccccc1CCCN1CCN(c2nsc3ccccc23)CC1)c1ccccc1F. RXN SMILES: [F:26][c:27]1[c:28]([S:33](=[O:34])(=[O:35])[Cl:36])[cH:29][cH:30][cH:31][cH:32]1.[s:1]1[n:2][c:3]([N:10]2[CH2:11][CH2:12][N:13]([CH2:16][CH2:17][CH2:18][c:19]3[c:20]([NH2:25])[cH:21][cH:22][cH:23][cH:24]3)[CH2:14][CH2:15]2)[c:4]2[c:5]1[cH:6][cH:7][cH:8][cH:9]2>>[s:1]1[n:2][c:3]([N:10]2[CH2:11][CH2:12][N:13]([CH2:16][CH2:17][CH2:18][c:19]3[c:20]([NH:25][S:33]([c:28]4[c:27]([F:26])[cH:32][cH:31][cH:30][cH:29]4)(=[O:34])=[O:35])[cH:21][cH:22][cH:23][cH:24]3)[CH2:14][CH2:15]2)[c:4]2[c:5]1[cH:6][cH:7][cH:8][cH:9]2. Procedure details: To a solution of 4-chloro-6-(4-trifluoromethyl-phenyl)-pyrimidine, (Example 2(a), Method A), ((0.13 g, 0.5 mmol) and 2-amino-4-hydroxybenzothiazole (83 mg, 0.5 mmol, Astatech) in DMF (1 mL) was added potassium carbonate (0.14 g, 1 mmol) and the mixture was heated at 80° C. for 16 h with sirring. The reaction mixture was allowed to cool to room temperature and partitioned between EtOAc and brine. The layers were separated and the aq. layer was extracted with EtOAc. The combined organic extracts w... Conditions: temperature 80 celsius. Run in CN(C)C=O (DMF). Starting materials: ClC1=NC=NC(=C1)C1=CC=C(C=C1)C(F)(F)F (4-chloro-6-(4-trifluoromethyl-phenyl)-pyrimidine), NC=1SC2=C(N1)C(=CC=C2)O (2-amino-4-hydroxybenzothiazole), C([O-])([O-])=O.[K+].[K+] (potassium carbonate). Product: FC(C1=CC=C(C=C1)C1=CC(=NC=N1)OC1=CC=CC2=C1N=C(S2)N)(F)F (4-[6-(4-Trifluoromethyl-phenyl)-pyrimidin-4-yloxy]-benzothiazol-2-ylamine). Reaction SMILES: Cl[C:2]1[CH:7]=[C:6]([C:8]2[CH:13]=[CH:12][C:11]([C:14]([F:17])([F:16])[F:15])=[CH:10][CH:9]=2)[N:5]=[CH:4][N:3]=1.[NH2:18][C:19]1[S:20][C:21]2[CH:27]=[CH:26][CH:25]=[C:24]([OH:28])[C:22]=2[N:23]=1.C(=O)([O-])[O-].[K+].[K+]>CN(C=O)C>[F:15][C:14]([F:17])([F:16])[C:11]1[CH:12]=[CH:13][C:8]([C:6]2[N:5]=[CH:4][N:3]=[C:2]([O:28][C:24]3[C:22]4[N:23]=[C:19]([NH2:18])[S:20][C:21]=4[CH:27]=[CH:26][CH:25]=3)[CH:7]=2)=[CH:9][CH:10]=1 |f:2.3.4|. The reactants are imine, C(C)(=O)O[BH-](OC(C)=O)OC(C)=O.[Na+] (sodium triacetoxy borohydride), NC1CCN(CC1)CCN1C(C=CC2=NC=C(C=C12)F)=O (1-[2-(4-amino-1-piperidinyl)ethyl]-7-fluoro-1,5-naphthyridin-2(1H)-one), NC1CCN(CC1)CCN1C(C=CC2=NC=C(C=C12)F)=O (1-[2-(4-amino-1-piperidinyl)ethyl]-7-fluoro-1,5-naphthyridin-2(1H)-one), ClC=1C=C(C=NC1CO)C=O (5-chloro-6-(hydroxymethyl)-3-pyridinecarbaldehyde), ClC=1C=C(C=NC1CO)C=O (5-chloro-6-(hydroxymethyl)-3-pyridinecarbaldehyde). The solvent is ClCCCl (1,2-Dichloroethane). Conditions: time 1 hour. The product is ClC=1C=C(C=NC1CO)CNC1CCN(CC1)CCN1C(C=CC2=NC=C(C=C12)F)=O (1-{2-[4-({[5-chloro-6-(hydroxymethyl)-3-pyridinyl]methyl}amino)-1-piperidinyl]ethyl}-7-fluoro-1,5-naphthyridin-2(1H)-one). As a reaction SMILES: [NH2:1][CH:2]1[CH2:7][CH2:6][N:5]([CH2:8][CH2:9][N:10]2[C:19]3[C:14](=[N:15][CH:16]=[C:17]([F:20])[CH:18]=3)[CH:13]=[CH:12][C:11]2=[O:21])[CH2:4][CH2:3]1.[Cl:22][C:23]1[CH:24]=[C:25]([CH:31]=O)[CH:26]=[N:27][C:28]=1[CH2:29][OH:30].C(O[BH-](OC(=O)C)OC(=O)C)(=O)C.[Na+]>ClCCCl>[Cl:22][C:23]1[CH:24]=[C:25]([CH2:31][NH:1][CH:2]2[CH2:3][CH2:4][N:5]([CH2:8][CH2:9][N:10]3[C:19]4[C:14](=[N:15][CH:16]=[C:17]([F:20])[CH:18]=4)[CH:13]=[CH:12][C:11]3=[O:21])[CH2:6][CH2:7]2)[CH:26]=[N:27][C:28]=1[CH2:29][OH:30] |f:2.3|. Procedure details: A mixture of 1-[2-(4-amino-1-piperidinyl)ethyl]-7-fluoro-1,5-naphthyridin-2(1H)-one (Intermediate 21: 38.9 mg, 0.134 mmol) and 5-chloro-6-(hydroxymethyl)-3-pyridinecarbaldehyde (Intermediate 39: 23 mg, 0.134 mmol) in 1,2-Dichloroethane (2.5 ml) was stirred under N2 at room temperature for 1 h. Then, sodium triacetoxy borohydride (85 mg, 0.402 mmol) was added and the mixture was stirred at RT overnight. LCMS showed desired compound and imine. An excess of sodium triacetoxy borohydride (85 mg, 0.4... The reactants are CC(C)(C)OC(=O)C(CNC(=O)c1ccc(O)cc1)NC(=O)OCc1ccccc1, COC(CBr)OC, [H-], [H][H], [Na+], CN(C)C=O. Yields the product COC(COc1ccc(C(=O)NCC(NC(=O)OCc2ccccc2)C(=O)OC(C)(C)C)cc1)OC. Reaction SMILES: [C:1]([CH3:2])([CH3:3])([CH3:4])[O:5][C:6]([CH:7]([CH2:8][NH:9][C:10]([c:11]1[cH:12][cH:13][c:14]([OH:17])[cH:15][cH:16]1)=[O:18])[NH:19][C:20](=[O:21])[O:22][CH2:23][c:24]1[cH:25][cH:26][cH:27][cH:28][cH:29]1)=[O:30].[CH3:35][O:36][CH:37]([CH2:38][Br:39])[O:40][CH3:41].[H-:31].[H:33][H:34].[Na+:32].[O:42]=[CH:43][N:44]([CH3:45])[CH3:46]>>[C:1]([CH3:2])([CH3:3])([CH3:4])[O:5][C:6]([CH:7]([CH2:8][NH:9][C:10]([c:11]1[cH:12][cH:13][c:14]([O:17][CH2:38][CH:37]([O:36][CH3:35])[O:40][CH3:41])[cH:15][cH:16]1)=[O:18])[NH:19][C:20](=[O:21])[O:22][CH2:23][c:24]1[cH:25][cH:26][cH:27][cH:28][cH:29]1)=[O:30]. Reactants: CC(C)N, CCOC(C)=O, CN(C)C=O, O=C(O)Cc1ccc2c(c1)N(C1CCN(CCc3ccc(F)cc3)CC1)CC2, O. The product is CC(C)NC(=O)Cc1ccc2c(c1)N(C1CCN(CCc3ccc(F)cc3)CC1)CC2. As a reaction SMILES: [CH3:29][CH:30]([CH3:31])[NH2:32].[CH3:34][CH2:35][O:36][C:37](=[O:38])[CH3:39].[CH3:40][N:41]([CH3:42])[CH:43]=[O:44].[F:1][c:2]1[cH:3][cH:4][c:5]([CH2:6][CH2:7][N:8]2[CH2:9][CH2:10][CH:11]([N:14]3[CH2:15][CH2:16][c:17]4[cH:18][cH:19][c:20]([CH2:23][C:24](=[O:25])[OH:26])[cH:21][c:22]43)[CH2:12][CH2:13]2)[cH:27][cH:28]1.[OH2:33]>>[F:1][c:2]1[cH:3][cH:4][c:5]([CH2:6][CH2:7][N:8]2[CH2:9][CH2:10][CH:11]([N:14]3[CH2:15][CH2:16][c:17]4[cH:18][cH:19][c:20]([CH2:23][C:24](=[O:26])[NH:32][CH:30]([CH3:29])[CH3:31])[cH:21][c:22]43)[CH2:12][CH2:13]2)[cH:27][cH:28]1.